From a dataset of the Open Reaction Database (ORD), a public repository of structured organic reaction records. describe an organic reaction: reactants, conditions, products, and yield Reaction SMILES: [CH3:1][O:2][C:3]1([C:9]#[C:10][CH2:11][OH:12])[CH2:8][CH2:7][O:6][CH2:5][CH2:4]1.[CH3:13][N:14]1[C:23]2[C:18](=[CH:19][C:20]([CH2:24]Br)=[CH:21][CH:22]=2)[CH:17]=[CH:16][C:15]1=[O:26].BrCC1C=CC2C(=CC=CC=2)C=1>>[CH3:1][O:2][C:3]1(/[CH:9]=[CH:10]/[CH2:11][O:12][CH2:24][C:20]2[CH:19]=[C:18]3[C:23](=[CH:22][CH:21]=2)[N:14]([CH3:13])[C:15](=[O:26])[CH:16]=[CH:17]3)[CH2:8][CH2:7][O:6][CH2:5][CH2:4]1. The product is COC1(CCOCC1)\C=C\COCC=1C=C2C=CC(N(C2=CC1)C)=O (4-methoxy-4-[3-((1,2-dihydro-1-methyl-2-oxoquinolin-6-yl)methoxy)-trans-prop-1-enyl]tetrahydropyran). Reactants: COC1(CCOCC1)C#CCO (4-methoxy-4-(3-hydroxyprop-1-ynyl)tetrahydropyran), CN1C(C=CC2=CC(=CC=C12)CBr)=O (1,2-dihydro-1-methyl-2-oxo-6-(bromomethyl)quinoline), BrCC1=CC2=CC=CC=C2C=C1 (2-(bromomethyl)naphthalene). Reported procedure: The desired compound was prepared according to the method of Example 1, step 4, except substituting 4-methoxy-4-(3-hydroxy-trans-prop-1-enyl)tetrahydropyran, prepared as in Example 3, for 4-methoxy-4-(3-hydroxyprop-1-ynyl)tetrahydropyran, and substituting 1,2-dihydro-1-methyl-2-oxo-6-(bromomethyl)quinoline for 2-(bromomethyl)naphthalene. 1H NMR (300 MHz, CDCl3); 7.67 (1H, d, J=9 Hz), 7.52-7.58 (2H, m), 7.35 (1H, d, J=9 Hz), 6.72 (1H, d, J=9 Hz), 5.75 (1H, dt, J=15.5,8 Hz), 5.63 (1H, br d, J=16 H... Starting materials: CCCCC1=NC2(CCCC2)C(=O)N1Cc1ccc(-c2ccccc2-c2nnn(C(C)(C)c3ccccc3)n2)cc1, Cc1ccccc1, Cl. The product is CCCCC1=NC2(CCCC2)C(=O)N1Cc1ccc(-c2ccccc2-c2nnn[nH]2)cc1. Reaction SMILES: [CH2:1]([CH2:2][CH2:3][CH3:4])[C:5]1=[N:6][C:7]2([C:8](=[O:37])[N:9]1[CH2:10][c:11]1[cH:12][cH:13][c:14](-[c:17]3[c:18](-[c:23]4[n:24][n:25][n:26]([C:28]([CH3:29])([c:30]5[cH:31][cH:32][cH:33][cH:34][cH:35]5)[CH3:36])[n:27]4)[cH:19][cH:20][cH:21][cH:22]3)[cH:15][cH:16]1)[CH2:38][CH2:39][CH2:40][CH2:41]2.[CH3:43][c:44]1[cH:45][cH:46][cH:47][cH:48][cH:49]1.[ClH:42]>>[CH2:1]([CH2:2][CH2:3][CH3:4])[C:5]1=[N:6][C:7]2([C:8](=[O:37])[N:9]1[CH2:10][c:11]1[cH:12][cH:13][c:14](-[c:17]3[c:18](-[c:23]4[nH:24][n:25][n:26][n:27]4)[cH:19][cH:20][cH:21][cH:22]3)[cH:15][cH:16]1)[CH2:38][CH2:39][CH2:40][CH2:41]2. Reactants: COC1=C(C(=CC=C1)OC)C1CC(C(N1)=O)C (5-(2,6-dimethoxyphenyl)-3-methylpyrrolidin-2-one), BrCC=1C=CC(=NC1)OC(F)F (5-(bromomethyl)-2-(difluoromethoxy)pyridine). Yields the product FC(OC1=CC=C(C=N1)CN1C(C(CC1C1=C(C=CC=C1OC)OC)C)=O)F (1-((6-(difluoromethoxy)pyridin-3-yl)methyl)-5-(2,6-dimethoxyphenyl)-3-methylpyrrolidin-2-one). As a reaction SMILES: [CH3:1][O:2][C:3]1[CH:8]=[CH:7][CH:6]=[C:5]([O:9][CH3:10])[C:4]=1[CH:11]1[NH:15][C:14](=[O:16])[CH:13]([CH3:17])[CH2:12]1.Br[CH2:19][C:20]1[CH:21]=[CH:22][C:23]([O:26][CH:27]([F:29])[F:28])=[N:24][CH:25]=1>>[F:29][CH:27]([F:28])[O:26][C:23]1[N:24]=[CH:25][C:20]([CH2:19][N:15]2[CH:11]([C:4]3[C:5]([O:9][CH3:10])=[CH:6][CH:7]=[CH:8][C:3]=3[O:2][CH3:1])[CH2:12][CH:13]([CH3:17])[C:14]2=[O:16])=[CH:21][CH:22]=1. Procedure: Prepared according to the described general procedure 4 (GP4) by reaction of 5-(2,6-dimethoxyphenyl)-3-methylpyrrolidin-2-one with 5-(bromomethyl)-2-(difluoromethoxy)pyridine. Subsequent purification by preparative HPLC afforded the target compound. LC-MS (conditions F): tR=0.82 min.; [M+H]+: 393.28 g/mol. Reactants: N#Cc1ccccc1N1CCNCC1, CCOC(=O)Nc1nc2ccc(Cl)cc2nc1OC. Product: COc1nc2cc(Cl)ccc2nc1NC(=O)N1CCN(c2ccccc2C#N)CC1. Reaction SMILES: [C:20](#[N:21])[c:22]1[c:23]([N:28]2[CH2:29][CH2:30][NH:31][CH2:32][CH2:33]2)[cH:24][cH:25][cH:26][cH:27]1.[Cl:1][c:2]1[cH:3][c:4]2[n:5][c:6]([O:18][CH3:19])[c:7]([NH:12][C:13]([O:14][CH2:15][CH3:16])=[O:17])[n:8][c:9]2[cH:10][cH:11]1>>[Cl:1][c:2]1[cH:3][c:4]2[n:5][c:6]([O:18][CH3:19])[c:7]([NH:12][C:13](=[O:17])[N:31]3[CH2:30][CH2:29][N:28]([c:23]4[c:22]([C:20]#[N:21])[cH:27][cH:26][cH:25][cH:24]4)[CH2:33][CH2:32]3)[n:8][c:9]2[cH:10][cH:11]1.